This data is from the Open Reaction Database (ORD), a public repository of structured organic reaction records. The task is: describe an organic reaction: reactants, conditions, products, and yield Starting materials: ClC(Cl)Cl, CC(C)c1ccc2c(c1)C(N1CCNCC1)Cc1ccc(F)cc1S2, O=C(Cl)COc1ccc(F)cc1. Yields the product CC(C)c1ccc2c(c1)C(N1CCN(CCOc3ccc(F)cc3)CC1)Cc1ccc(F)cc1S2. Reaction SMILES: [CH:38]([Cl:39])([Cl:40])[Cl:41].[F:1][c:2]1[cH:3][cH:4][c:5]2[c:6]([cH:25]1)[S:7][c:8]1[c:9]([cH:18][c:19]([CH:22]([CH3:23])[CH3:24])[cH:20][cH:21]1)[CH:10]([N:12]1[CH2:13][CH2:14][NH:15][CH2:16][CH2:17]1)[CH2:11]2.[F:26][c:27]1[cH:28][cH:29][c:30]([O:31][CH2:32][C:33]([Cl:34])=[O:35])[cH:36][cH:37]1>>[F:1][c:2]1[cH:3][cH:4][c:5]2[c:6]([cH:25]1)[S:7][c:8]1[c:9]([cH:18][c:19]([CH:22]([CH3:23])[CH3:24])[cH:20][cH:21]1)[CH:10]([N:12]1[CH2:13][CH2:14][N:15]([CH2:33][CH2:32][O:31][c:30]3[cH:29][cH:28][c:27]([F:26])[cH:37][cH:36]3)[CH2:16][CH2:17]1)[CH2:11]2. The reactants are CC(C)(C)c1ccccc1Oc1ncccc1I, CC(C)(C)[O-], Cc1ccccc1, CC(C)[Si](C(C)C)(C(C)C)n1ccc2cc(N)cnc21, [Cl-], [Fe+2], [NH4+], [Na+], O=C(C=Cc1ccccc1)C=Cc1ccccc1, O=C(C=Cc1ccccc1)C=Cc1ccccc1, O=C(C=Cc1ccccc1)C=Cc1ccccc1, [Pd], [Pd], c1ccc(P(c2ccccc2)[c-]2cccc2)cc1, c1ccc(P(c2ccccc2)[c-]2cccc2)cc1. Product: CC(C)[Si](C(C)C)(C(C)C)n1ccc2cc(Nc3cccnc3Oc3ccccc3C(C)(C)C)cnc21. As a reaction SMILES: [C:1]([CH3:2])([CH3:3])([CH3:4])[c:5]1[c:6]([O:7][c:8]2[n:9][cH:10][cH:11][cH:12][c:13]2[I:14])[cH:15][cH:16][cH:17][cH:18]1.[CH3:39][C:40]([CH3:41])([O-:42])[CH3:43].[CH3:47][c:48]1[cH:49][cH:50][cH:51][cH:52][cH:53]1.[CH:19]([CH3:20])([CH3:21])[Si:22]([n:23]1[cH:24][cH:25][c:26]2[cH:27][c:28]([NH2:32])[cH:29][n:30][c:31]12)([CH:33]([CH3:34])[CH3:35])[CH:36]([CH3:37])[CH3:38].[Cl-:45].[Fe+2:90].[NH4+:46].[Na+:44].[O:111]=[C:112]([CH:113]=[CH:114][c:115]1[cH:116][cH:117][cH:118][cH:119][cH:120]1)[CH:121]=[CH:122][c:123]1[cH:124][cH:125][cH:126][cH:127][cH:128]1.[O:129]=[C:130]([CH:131]=[CH:132][c:133]1[cH:134][cH:135][cH:136][cH:137][cH:138]1)[CH:139]=[CH:140][c:141]1[cH:142][cH:143][cH:144][cH:145][cH:146]1.[O:93]=[C:94]([CH:95]=[CH:96][c:97]1[cH:98][cH:99][cH:100][cH:101][cH:102]1)[CH:103]=[CH:104][c:105]1[cH:106][cH:107][cH:108][cH:109][cH:110]1.[Pd:91].[Pd:92].[cH:54]1[cH:55][cH:56][c:57]([P:58]([c:59]2[cH:60][cH:61][cH:62][cH:63][cH:64]2)[c-:65]2[cH:66][cH:67][cH:68][cH:69]2)[cH:70][cH:71]1.[cH:72]1[cH:73][cH:74][c:75]([P:76]([c:77]2[cH:78][cH:79][cH:80][cH:81][cH:82]2)[c-:83]2[cH:84][cH:85][cH:86][cH:87]2)[cH:88][cH:89]1>>[C:1]([CH3:2])([CH3:3])([CH3:4])[c:5]1[c:6]([O:7][c:8]2[n:9][cH:10][cH:11][cH:12][c:13]2[NH:32][c:28]2[cH:27][c:26]3[cH:25][cH:24][n:23]([Si:22]([CH:19]([CH3:20])[CH3:21])([CH:33]([CH3:34])[CH3:35])[CH:36]([CH3:37])[CH3:38])[c:31]3[n:30][cH:29]2)[cH:15][cH:16][cH:17][cH:18]1. Reactants: ClCCCl, COc1cc(C=CC(=O)O)ccc1-n1cnc(C)c1, CCOC(C)=O, Cl, NN1CCCCC1=O, CN(C)C=O, O, On1nnc2ccccc21. The product is COc1cc(C=CC(=O)NN2CCCCC2=O)ccc1-n1cnc(C)c1. Reaction SMILES: [CH2:11]([Cl:12])[CH2:13][Cl:14].[CH3:24][O:25][c:26]1[cH:27][c:28]([CH:38]=[CH:39][C:40](=[O:41])[OH:42])[cH:29][cH:30][c:31]1-[n:32]1[cH:33][n:34][c:35]([CH3:37])[cH:36]1.[CH3:49][CH2:50][O:51][C:52](=[O:53])[CH3:54].[ClH:15].[NH2:16][N:17]1[C:18](=[O:23])[CH2:19][CH2:20][CH2:21][CH2:22]1.[O:43]=[CH:44][N:45]([CH3:46])[CH3:47].[OH2:48].[OH:1][n:2]1[c:3]2[c:4]([cH:5][cH:6][cH:7][cH:8]2)[n:9][n:10]1>>[NH:16]([N:17]1[C:18](=[O:23])[CH2:19][CH2:20][CH2:21][CH2:22]1)[C:40]([CH:39]=[CH:38][c:28]1[cH:27][c:26]([O:25][CH3:24])[c:31](-[n:32]2[cH:33][n:34][c:35]([CH3:37])[cH:36]2)[cH:30][cH:29]1)=[O:41]. Reactants: NC=1C(=NC=C(C1)Cl)C(=O)N (3-amino-5-chloropicolinamide), C(OCC)(OCC)OCC (triethyl orthoformate). Conditions: temperature 155 celsius, time 22 hour. Yields the product ClC1=CC=2NC=NC(C2N=C1)=O (7-Chloropyrido[3,2-d]pyrimidin-4(1H)-one). The yield is 88.5%. RXN SMILES: [NH2:1][C:2]1[C:3]([C:9]([NH2:11])=[O:10])=[N:4][CH:5]=[C:6]([Cl:8])[CH:7]=1.[CH:12](OCC)(OCC)OCC>>[Cl:8][C:6]1[CH:5]=[N:4][C:3]2[C:9](=[O:10])[N:11]=[CH:12][NH:1][C:2]=2[CH:7]=1. Procedure: A suspension of 3-amino-5-chloropicolinamide (1.1 g, 6.41 mmol) in triethyl orthoformate (15.99 mL, 96 mmol) was stirred at 155° C. for 22 hours. After cooling to RT, the yellow precipitate was collected by vacuum filtration and washed with hexanes to yield the title intermediate (1.03 g, 5.67 mmol) as a yellow solid. 1H NMR (400 MHz, DMSO-d6) δ ppm 8.20 (s, 1H) 8.27 (d, J=2.35 Hz, 1H) 8.80 (d, J=2.25 Hz, 1H) 12.68 (br. s., 1H). LC/MS (ESI m/z=182 (M+H). Reactants: FC(C1=C(N)C=CC=C1)(F)F (2-(trifluoromethyl)aniline), N(=O)[O-].[Na+] (sodium nitrite), C(C)(=O)[O-].[Na+] (sodium acetate), C(C)(=O)CC(C)=O (acetylacetone). The solvent is O (water), Cl (hydrochloride), O (water), C(C)O (ethanol), O (water). Conditions: temperature 0 celsius, time 1 hour. Product: FC(C1=C(C=CC=C1)NN=C(C(C)=O)C(C)=O)(F)F (3-{[2-(trifluoromethyl)phenyl]hydrazono}pentane-2,4-dione). Yield: 34.2%. RXN SMILES: [F:1][C:2]([F:11])([F:10])[C:3]1[CH:9]=[CH:8][CH:7]=[CH:6][C:4]=1[NH2:5].[N:12]([O-])=O.[Na+].C([O-])(=O)C.[Na+].[C:21]([CH2:24][C:25](=[O:27])[CH3:26])(=[O:23])[CH3:22]>O.Cl.C(O)C>[F:1][C:2]([F:10])([F:11])[C:3]1[CH:9]=[CH:8][CH:7]=[CH:6][C:4]=1[NH:5][N:12]=[C:24]([C:25](=[O:27])[CH3:26])[C:21](=[O:23])[CH3:22] |f:1.2,3.4|. Procedure: To a solution of 2-(trifluoromethyl)aniline (1.09 g, 6.80 mmol) in 5 mL of water and 5 mL of concentrated hydrochloride solution, sodium nitrite (563 mg, 8.16 mmol) in 4 mL of water was added dropwise at 0° C., and the mixture was stirred at 0° C. for 1 h. Then to the reaction mixture was added dropwise a solution of sodium acetate (1.67 g, 20.40 mmol) and acetylacetone (748 mg, 7.48 mmol) in 10 mL of ethanol and 6 mL of water. The mixture was stirred at room temperature overnight, filtered, was...